This data is from the Open Reaction Database (ORD), a public repository of structured organic reaction records. The task is: describe an organic reaction: reactants, conditions, products, and yield RXN SMILES: [Cl:1][C:2]1[C:7]([CH:8]=[O:9])=[C:6]([OH:10])[CH:5]=[C:4]([OH:11])[CH:3]=1.[O:12]1[CH:17]=[CH:16][CH2:15][CH2:14][CH2:13]1>C(Cl)Cl>[Cl:1][C:2]1[C:7]([CH:8]=[O:9])=[C:6]([OH:10])[CH:5]=[C:4]([O:11][CH:13]2[CH2:14][CH2:15][CH2:16][CH2:17][O:12]2)[CH:3]=1. The solvent is C(Cl)Cl (DCM). The yield is 78.4%. Procedure details: To a solution of 6-chloro-2,4-dihydroxybenzaldehyde (9.0 g, 52.2 mmol) in DCM (150 mL) was added 3,4-dihydro-2H-pyran (9 mL, 98.4 mmol), followed by PPTs (1.31 g, 5.2 mmol). The reaction mixture was stirred at room temperature for 1.5 h and quenched by saturated aqueous NaHCO3 (50 mL) at 0° C. The organic layer was separated, washed with brine (40 mL) and dried over anhydrous Na2SO4. Concentration in vacuo followed by purification with column chromatography on silica gel (EtOAc/PE=1:100) gave th... Reaction conditions: time 1.5 hour. The product is ClC1=CC(=CC(=C1C=O)O)OC1OCCCC1 (6-Chloro-2-hydroxy-4-(tetrahydro-pyran-2-yloxy)-benzaldehyde). The reactants are ClC1=CC(=CC(=C1C=O)O)O (6-chloro-2,4-dihydroxybenzaldehyde), O1CCCC=C1 (3,4-dihydro-2H-pyran). The reactants are Clc1ncnc2nc[nH]c12, C1CCOC1, c1ccc(P(c2ccccc2)c2ccccc2)cc1. The product is c1ncc2[nH]cnc2n1. As a reaction SMILES: [Cl:20][c:21]1[c:22]2[nH:23][cH:24][n:25][c:26]2[n:27][cH:28][n:29]1.[O:30]1[CH2:31][CH2:32][CH2:33][CH2:34]1.[c:1]1([P:2]([c:3]2[cH:4][cH:5][cH:6][cH:7][cH:8]2)[c:9]2[cH:10][cH:11][cH:12][cH:13][cH:14]2)[cH:15][cH:16][cH:17][cH:18][cH:19]1>>[cH:21]1[c:22]2[nH:23][cH:24][n:25][c:26]2[n:27][cH:28][n:29]1. The reactants are O=C([O-])[O-], CNC, CC(C)=O, F[B-](F)(F)F, [H+], [K+], [K+], O=N[O-], CC(C)(C)c1cc(N)c(C#N)[se]1, [Na+], O. The product is CN(C)N=Nc1cc(C(C)(C)C)[se]c1C#N. RXN SMILES: [C:23](=[O:24])([O-:25])[O-:26].[CH3:29][NH:30][CH3:31].[CH3:33][C:34](=[O:35])[CH3:36].[F:13][B-:14]([F:15])([F:16])[F:17].[H+:18].[K+:27].[K+:28].[N:19]([O-:20])=[O:21].[NH2:1][c:2]1[c:3]([C:11]#[N:12])[se:4][c:5]([C:7]([CH3:8])([CH3:9])[CH3:10])[cH:6]1.[Na+:22].[OH2:32]>>[N:1]([c:2]1[c:3]([C:11]#[N:12])[se:4][c:5]([C:7]([CH3:8])([CH3:9])[CH3:10])[cH:6]1)=[N:19][N:30]([CH3:29])[CH3:31]. Starting materials: Brc1csc2ncccc12, ClCCl, Cl[Cu]Cl, CN(C)C=O. Product: Clc1csc2ncccc12. As a reaction SMILES: [Br:1][c:2]1[cH:3][s:4][c:5]2[n:6][cH:7][cH:8][cH:9][c:10]12.[Cl:16][CH2:17][Cl:18].[Cu:19]([Cl:20])[Cl:21].[O:11]=[CH:12][N:13]([CH3:14])[CH3:15]>>[c:2]1([Cl:16])[cH:3][s:4][c:5]2[n:6][cH:7][cH:8][cH:9][c:10]12.